This data is from the Open Reaction Database (ORD), a public repository of structured organic reaction records. The task is: describe an organic reaction: reactants, conditions, products, and yield Reactants: OCCN1CCN(CC1)C=1N(C2=CC=CC=C2C1C=O)C1=CC=CC=C1 (2-[4-(2-Hydroxyethyl)piperazin-1-yl]-1-phenyl-1H-indole-3-carboxaldehyde), Cl (hydrochloric acid). Solvent: CO (methanol). Run at time 30 minute. The product is Cl.OCCN1CCN(CC1)C=1N(C2=CC=CC=C2C1C=O)C1=CC=CC=C1 (2-[4-(2-hydroxyethyl)piperazin-1-yl]-1-phenyl-1H-indole-3-carboxaldehyde hydrochloride). The yield is 85.0%. As a reaction SMILES: [OH:1][CH2:2][CH2:3][N:4]1[CH2:9][CH2:8][N:7]([C:10]2[N:11]([C:21]3[CH:26]=[CH:25][CH:24]=[CH:23][CH:22]=3)[C:12]3[C:17]([C:18]=2[CH:19]=[O:20])=[CH:16][CH:15]=[CH:14][CH:13]=3)[CH2:6][CH2:5]1.[ClH:27]>CO>[ClH:27].[OH:1][CH2:2][CH2:3][N:4]1[CH2:5][CH2:6][N:7]([C:10]2[N:11]([C:21]3[CH:26]=[CH:25][CH:24]=[CH:23][CH:22]=3)[C:12]3[C:17]([C:18]=2[CH:19]=[O:20])=[CH:16][CH:15]=[CH:14][CH:13]=3)[CH2:8][CH2:9]1 |f:3.4|. Procedure: 2-[4-(2-Hydroxyethyl)piperazin-1-yl]-1-phenyl-1H-indole-3-carboxaldehyde is dissolved in methanol and treated with 1M ethereal hydrochloric acid. After stirring for 30 min., the solvent is removed and the residue is dissolved in a small amount of methanol and treated with ether to precipitate 2-[4-(2-hydroxyethyl)piperazin-1-yl]-1-phenyl-1H-indole-3-carboxaldehyde hydrochloride (85% yield) as a cream solid. ESI/MS 350 (M+H); RT 2.32 min; NMR 10.15 (1H, s); 8.13 (1H, d, 9 Hz); 7.70 (5H, m); 7.25 ... Starting materials: C1(CCCCC1)OC1=CC=CC(=N1)C(=O)OC (methyl 6-(cyclohexyloxy)picolinate), CC#N (CH3CN). Product: C1(CCCCC1)OC1=CC=CC(=N1)C(CC#N)=O (3-(6-(cyclohexyloxy)pyridin-2-yl)-3-oxopropanenitrile). Reaction SMILES: [CH:1]1([O:7][C:8]2[N:13]=[C:12]([C:14]([O:16]C)=O)[CH:11]=[CH:10][CH:9]=2)[CH2:6][CH2:5][CH2:4][CH2:3][CH2:2]1.[CH3:18][C:19]#[N:20]>>[CH:1]1([O:7][C:8]2[N:13]=[C:12]([C:14](=[O:16])[CH2:18][C:19]#[N:20])[CH:11]=[CH:10][CH:9]=2)[CH2:2][CH2:3][CH2:4][CH2:5][CH2:6]1. Procedure: CH3CN addition to methyl 6-(cyclohexyloxy)picolinate following the method described in Example 6 gave 3-(6-(cyclohexyloxy)pyridin-2-yl)-3-oxopropanenitrile as a yellow oil which was used in the next step without further purification. Yield (1.2 g, quant.). Starting materials: C1=CC=CC=C1 (benzene), C1=CC=CC=C1 (benzene), C1=CC=CC=C1 (benzene), product, C1(=CC=CC=C1)C(C)C (cumene), C1=CC=CC=C1 (benzene). The product is C1(=CC=CC=C1)C(C)C (cumene), C(C)(C)C1=C(C=CC=C1)C(C)C (diisopropylbenzene). As a reaction SMILES: [C:1]1([CH:7]([CH3:9])[CH3:8])[CH:6]=[CH:5][CH:4]=[CH:3][CH:2]=1.[CH:10]1[CH:15]=CC=C[CH:11]=1>>[C:1]1([CH:7]([CH3:9])[CH3:8])[CH:6]=[CH:5][CH:4]=[CH:3][CH:2]=1.[CH:7]([C:1]1[CH:6]=[CH:5][CH:4]=[CH:3][C:2]=1[CH:10]([CH3:15])[CH3:11])([CH3:9])[CH3:8]. Reported procedure: In a preferred embodiment, as step (f), a make-up benzene stream is fed to a make-up benzene feed stage of the tower in fluid communication between the upper distillation zone below and a top distillation zone above. In a step (g), water is separated from the benzene condensed in step (e) to form a wet benzene stream. As step (h), the wet benzene stream from step (g) is refluxed to the top distillation zone. In a step (i), the bottom product from step (b) is preferably fed to a cumene column to ... The reactants are CCOC(C)=O, COC(C)(OC)C(C#N)=Cc1ccccc1, CCCCCC, Cl. Yields the product CC(=O)C(C#N)=Cc1ccccc1. As a reaction SMILES: [C:17]([O:18][CH2:19][CH3:20])(=[O:21])[CH3:22].[CH3:1][O:2][C:3]([CH3:4])([C:5](=[CH:6][c:7]1[cH:8][cH:9][cH:10][cH:11][cH:12]1)[C:13]#[N:14])[O:15][CH3:16].[CH3:23][CH2:24][CH2:25][CH2:26][CH2:27][CH3:28].[ClH:29]>>[O:2]=[C:3]([CH3:4])[C:5](=[CH:6][c:7]1[cH:8][cH:9][cH:10][cH:11][cH:12]1)[C:13]#[N:14]. Starting materials: C=CC(=O)OCC, CCOC(=O)CNC(=O)OCc1ccccc1, CCOC(C)=O, Cc1ccccc1, [H-], [Na+], O=C(O)CC(O)(CC(=O)O)C(=O)O. Reaction SMILES: [C:1]([CH:2]=[CH2:3])(=[O:4])[O:5][CH2:6][CH3:7].[CH2:8]([O:9][C:11]([CH2:12][NH:13][C:14](=[O:15])[O:16][CH2:17][c:18]1[cH:19][cH:20][cH:21][cH:22][cH:23]1)=[O:24])[CH3:10].[CH3:40][CH2:41][O:42][C:43](=[O:44])[CH3:45].[CH3:46][c:47]1[cH:48][cH:49][cH:50][cH:51][cH:52]1.[H-:25].[Na+:26].[OH:27][C:28]([CH2:29][C:30]([C:31](=[O:32])[OH:33])([CH2:34][C:35](=[O:36])[OH:37])[OH:38])=[O:39]>>[C:1]([CH:2]1[CH2:3][N:13]([C:14](=[O:15])[O:16][CH2:17][c:18]2[cH:19][cH:20][cH:21][cH:22][cH:23]2)[CH2:12][C:11]1=[O:24])(=[O:4])[O:5][CH2:6][CH3:7]. Yields the product CCOC(=O)C1CN(C(=O)OCc2ccccc2)CC1=O. Starting materials: FC1=C(C=CC(=C1)F)C1=CC=CC=2CC(OC21)CN ((±)-1-[7-(2,4-difluorophenyl)-2,3-dihydro-1-benzofuran-2-yl]methanamine), Intermediate 12, C(C)(C)N(CC)C(C)C (diisopropylethylamine), ClC(=O)OCC1=CC=CC=C1 (benzyl chloroformate). Product: FC1=C(C=CC(=C1)F)C1=CC=CC=2CC(OC21)CNC(OCC2=CC=CC=C2)=O ((±)-benzyl {[7-(2,4-difluorophenyl)-2,3-dihydro-1-benzofuran-2-yl]methyl}carbamate). Isolated yield 80.5%. As a reaction SMILES: [F:1][C:2]1[CH:7]=[C:6]([F:8])[CH:5]=[CH:4][C:3]=1[C:9]1[C:17]2[O:16][CH:15]([CH2:18][NH2:19])[CH2:14][C:13]=2[CH:12]=[CH:11][CH:10]=1.C(N(C(C)C)CC)(C)C.Cl[C:30]([O:32][CH2:33][C:34]1[CH:39]=[CH:38][CH:37]=[CH:36][CH:35]=1)=[O:31]>>[F:1][C:2]1[CH:7]=[C:6]([F:8])[CH:5]=[CH:4][C:3]=1[C:9]1[C:17]2[O:16][CH:15]([CH2:18][NH:19][C:30](=[O:31])[O:32][CH2:33][C:34]3[CH:39]=[CH:38][CH:37]=[CH:36][CH:35]=3)[CH2:14][C:13]=2[CH:12]=[CH:11][CH:10]=1. Reported procedure: Treatment of (±)-1-[7-(2,4-difluorophenyl)-2,3-dihydro-1-benzofuran-2-yl]methanamine (2.0 g, 6.72 mmol) with diisopropylethylamine (1.30 g, 10.07 mmol) followed by benzyl chloroformate (1.26 g, 7.37 mmol) generally according to the procedure described for Intermediate 12 gave 2.14 g (81%) of (±)-benzyl {[7-(2,4-difluorophenyl)-2,3-dihydro-1-benzofuran-2-yl]methyl}carbamate as a white solid. mp 78-80° C.; Anal. calcd. for C23H19F2NO3: C, 69.87; H, 4.84; N, 3.54. Found: C, 69.76; H, 4.8; N, 3.35. ... Yields the product CC(O)C1C(=O)N2C(C(=O)OCc3ccc([N+](=O)[O-])cc3)C(=O)C(C)C12. RXN SMILES: [C:33]([O-:34])(=[O:35])[CH3:36].[C:38]([O-:39])(=[O:40])[CH3:41].[C:42]([O-:43])(=[O:44])[CH3:45].[Cl:29][CH:30]([Cl:31])[CH3:32].[N+:1](=[N-:2])=[C:3]([C:4](=[O:5])[O:6][CH2:7][c:8]1[cH:9][cH:10][c:11]([N+:14](=[O:15])[O-:16])[cH:12][cH:13]1)[C:17]([CH:18]([CH3:19])[CH:20]1[NH:21][C:22](=[O:27])[CH:23]1[CH:24]([CH3:25])[OH:26])=[O:28].[Rh+3:37]>>[CH:3]1([C:4](=[O:5])[O:6][CH2:7][c:8]2[cH:9][cH:10][c:11]([N+:14](=[O:15])[O-:16])[cH:12][cH:13]2)[C:17](=[O:28])[CH:18]([CH3:19])[CH:20]2[N:21]1[C:22](=[O:27])[CH:23]2[CH:24]([CH3:25])[OH:26]. The reactants are CC(=O)[O-], CC(=O)[O-], CC(=O)[O-], CC(Cl)Cl, CC(O)C1C(=O)NC1C(C)C(=O)C(=[N+]=[N-])C(=O)OCc1ccc([N+](=O)[O-])cc1, [Rh+3]. Starting materials: BrC=1C=C(C=NC1)CC(=O)N(C)C (2-(5-Bromo-pyridin-3-yl)-N,N-dimethyl-acetamide), C(=O)([O-])[O-].[Na+].[Na+] (Na2CO3), O1CCOCC1.CC1(OB(OC1(C)C)C=1C=C2CCCN(C2=NC1)C(=O)N)C (6-(4,4,5,5-tetramethyl-[1,3,2]dioxaborolan-2-yl)-3,4-dihydro-2H-[1,8]naphthyridine-1-carboxylic acid amide 1,4-dioxane), CCOC(=O)C (EtOAc), PdCl2dppf. Solvent: O (water). As a reaction SMILES: Br[C:2]1[CH:3]=[C:4]([CH2:8][C:9]([N:11]([CH3:13])[CH3:12])=[O:10])[CH:5]=[N:6][CH:7]=1.C([O-])([O-])=O.[Na+].[Na+].O1CCOCC1.CC1(C)C(C)(C)OB([C:34]2[CH:35]=[C:36]3[C:41](=[N:42][CH:43]=2)[N:40]([C:44]([NH2:46])=[O:45])[CH2:39][CH2:38][CH2:37]3)O1.CCOC(C)=O>O>[CH3:12][N:11]([CH3:13])[C:9]([CH2:8][C:4]1[CH:3]=[C:2]([C:34]2[CH:35]=[C:36]3[C:41](=[N:42][CH:43]=2)[N:40]([C:44]([NH2:46])=[O:45])[CH2:39][CH2:38][CH2:37]3)[CH:7]=[N:6][CH:5]=1)=[O:10] |f:1.2.3,4.5|. The yield is 7.9%. Procedure: 2-(5-Bromo-pyridin-3-yl)-N,N-dimethyl-acetamide (73 mg, 0.30 mmol) and 2.0 M Na2CO3 aqueous solution (0.30 mL, 0.60 mmol) are added into the crude 6-(4,4,5,5-tetramethyl-[1,3,2]dioxaborolan-2-yl)-3,4-dihydro-2H-[1,8]naphthyridine-1-carboxylic acid amide 1,4-dioxane solution (3.0 mL, 0.36 mmol) which is synthesized according to the procedure for Step 3 of Example 16. The Argon gas is bubbled through the solution for 5 min. Then PdCl2dppf (11 mg, 0.015 mmol) is added. The mixture is heated at 100°... The product is CN(C(=O)CC=1C=C(C=NC1)C=1C=C2CCCN(C2=NC1)C(=O)N)C (6-(5-Dimethylcarbamoylmethyl-pyridin-3-yl)-3,4-dihydro-2H-[1,8]naphthyridine-1-carboxylic acid amide). Reactants: BrC(Br)(Br)Br, ClCCl, OCc1ccccc1-c1ccc(F)cc1, c1ccc(P(c2ccccc2)c2ccccc2)cc1. The product is Fc1ccc(-c2ccccc2CBr)cc1. As a reaction SMILES: [C:16]([Br:17])([Br:18])([Br:19])[Br:20].[Cl:40][CH2:41][Cl:42].[F:1][c:2]1[cH:3][cH:4][c:5](-[c:8]2[c:9]([CH2:14][OH:15])[cH:10][cH:11][cH:12][cH:13]2)[cH:6][cH:7]1.[c:21]1([P:22]([c:23]2[cH:24][cH:25][cH:26][cH:27][cH:28]2)[c:29]2[cH:30][cH:31][cH:32][cH:33][cH:34]2)[cH:35][cH:36][cH:37][cH:38][cH:39]1>>[F:1][c:2]1[cH:3][cH:4][c:5](-[c:8]2[c:9]([CH2:14][Br:17])[cH:10][cH:11][cH:12][cH:13]2)[cH:6][cH:7]1. Reactants: C(=O)NC=1SC=C(N1)C(C(=O)NC1[C@@H]2N(C(=CCS2)C(=O)OCC2=CC=C(C=C2)[N+](=O)[O-])C1=O)=NOCC(C)C (4-Nitrobenzyl 7-[2-(2-formamidothiazol-4-yl)-2-isobutoxyiminoacetamido]-3-cephem-4-carboxylate), CO (methanol), O1CCCC1 (tetrahydrofuran), C(C)(=O)O (acetic acid). The reagents and catalysts are [C].[Pd] (palladium carbon). The solvent is O (water). The product is C(=O)NC=1SC=C(N1)C(C(=O)NC1[C@@H]2N(C(=CCS2)C(=O)O)C1=O)=NOCC(C)C (7-[2-(2-formamidothiazol-4-yl)-2-isobutoxyiminoacetamido]-3-cephem-4-carboxylic acid). The yield is 38.8%. As a reaction SMILES: [CH:1]([NH:3][C:4]1[S:5][CH:6]=[C:7]([C:9](=[N:35][O:36][CH2:37][CH:38]([CH3:40])[CH3:39])[C:10]([NH:12][CH:13]2[C:33](=[O:34])[N:15]3[C:16]([C:20]([O:22]CC4C=CC([N+]([O-])=O)=CC=4)=[O:21])=[CH:17][CH2:18][S:19][C@H:14]23)=[O:11])[N:8]=1)=[O:2].CO.O1CCCC1.C(O)(=O)C>[C].[Pd].O>[CH:1]([NH:3][C:4]1[S:5][CH:6]=[C:7]([C:9](=[N:35][O:36][CH2:37][CH:38]([CH3:40])[CH3:39])[C:10]([NH:12][CH:13]2[C:33](=[O:34])[N:15]3[C:16]([C:20]([OH:22])=[O:21])=[CH:17][CH2:18][S:19][C@H:14]23)=[O:11])[N:8]=1)=[O:2] |f:4.5|. Procedure details: 4-Nitrobenzyl 7-[2-(2-formamidothiazol-4-yl)-2-isobutoxyiminoacetamido]-3-cephem-4-carboxylate (syn isomer, 14.2 g.), 10% palladium carbon (5.7 g.), methanol (57 ml.), tetrahydrofuran (142 ml.), acetic acid (1 ml.) and water (10 ml.) were treated in a similar manner to that of Example 15-(2) to give 7-[2-(2-formamidothiazol-4-yl)-2-isobutoxyiminoacetamido]-3-cephem-4-carboxylic acid (syn isomer, 4.25 g.).